Dataset: the Open Reaction Database (ORD), a public repository of structured organic reaction records. Task: describe an organic reaction: reactants, conditions, products, and yield Starting materials: ClC1=NC=CC(=C1)CO (2-chloro-4-hydroxymethylpyridine), S(=O)(Cl)Cl (thionyl chloride). Run in C1(=CC=CC=C1)C (toluene). Reaction conditions: time 1 hour. Yields the product Cl.ClC1=NC=CC(=C1)CCl (2-chloro-4-chloromethylpyridine hydrochloride). Reaction SMILES: [Cl:1][C:2]1[CH:7]=[C:6]([CH2:8]O)[CH:5]=[CH:4][N:3]=1.S(Cl)([Cl:12])=O>C1(C)C=CC=CC=1>[ClH:1].[Cl:1][C:2]1[CH:7]=[C:6]([CH2:8][Cl:12])[CH:5]=[CH:4][N:3]=1 |f:3.4|. Procedure details: A mixture of 2-chloro-4-hydroxymethylpyridine (180 mg, 1.25 mmol), thionyl chloride (0.2 ml) in toluene (10 ml) was stirred at ambient temperature for 1 hour. The volatiles were removed by evaporation to give 2-chloro-4-chloromethylpyridine hydrochloride (180 mg, 0.9 mmol). A mixture of 7-hydroxy-6-methoxy-4-phenoxyquinazoline (268 mg, 1 mmol), (prepared as described for the starting material in Example 13), potassium carbonate (680 mg, 5 mmol) and DMF (10 ml) was added to this crude product and... The reactants are CN1CCCC1=O, CS(C)=O, CO, CC(C)(O)c1ccc(C(=O)Nc2cc(Cl)n3nccc3n2)cc1, OCC1CCNCC1. Reaction SMILES: [CH3:32][N:33]1[CH2:34][CH2:35][CH2:36][C:37]1=[O:38].[CH3:39][S:40]([CH3:41])=[O:42].[CH3:43][OH:44].[Cl:1][c:2]1[cH:3][c:4]([NH:11][C:12]([c:13]2[cH:14][cH:15][c:16]([C:19]([CH3:20])([CH3:21])[OH:22])[cH:17][cH:18]2)=[O:23])[n:5][c:6]2[n:7]1[n:8][cH:9][cH:10]2.[NH:24]1[CH2:25][CH2:26][CH:27]([CH2:30][OH:31])[CH2:28][CH2:29]1>>[c:2]1([N:24]2[CH2:25][CH2:26][CH:27]([CH2:30][OH:31])[CH2:28][CH2:29]2)[cH:3][c:4]([NH:11][C:12]([c:13]2[cH:14][cH:15][c:16]([C:19]([CH3:20])([CH3:21])[OH:22])[cH:17][cH:18]2)=[O:23])[n:5][c:6]2[n:7]1[n:8][cH:9][cH:10]2. The product is CC(C)(O)c1ccc(C(=O)Nc2cc(N3CCC(CO)CC3)n3nccc3n2)cc1. Reactants: OC=1C(=CC2=CC=CC=C2C1)C(=O)O (3-hydroxy-2-naphthalenecarboxylic acid). The reagents and catalysts are [Pd] (Pd/C). Run in C(C)(=O)O (acetic acid). Run at time 7 hour. The product is OC=1C(=CC=2CCCCC2C1)C(=O)O (3-Hydroxy-5,6,7,8-tetrahydro-2-naphthalenecarboxylic acid). Yield: 89.9%. As a reaction SMILES: [OH:1][C:2]1[C:3]([C:12]([OH:14])=[O:13])=[CH:4][C:5]2[C:10]([CH:11]=1)=[CH:9][CH:8]=[CH:7][CH:6]=2>[Pd].C(O)(=O)C>[OH:1][C:2]1[C:3]([C:12]([OH:14])=[O:13])=[CH:4][C:5]2[CH2:6][CH2:7][CH2:8][CH2:9][C:10]=2[CH:11]=1. Procedure: A mixture of 3-hydroxy-2-naphthalenecarboxylic acid (15.0 g, 0.08 moles), 10% Pd/C (4.46 g) and acetic acid (190 mL) was hydrogenated at 60° C. and 50 psi for 7 h. The cooled reaction mixture was filtered through diatomaceous earth and washed with ethanol (4×25 mL). The yellow filtrate was concentrated in vacuo to afford 13.82 g (91%) of a purple solid. 1H NMR (CDCl3) δ 7.61 (s, 1H), 6.71 (s, 1H), 2.74 (d, 4H), 1,78 (s, 4H). MS m/z 191 (M−H). Starting materials: BrC=1C=C(C=2C=NN(C2C1)C(C)C)C(=O)O (6-bromo-1-(1-methylethyl)-1H-indazole-4-carboxylic acid), ON1N=NC2=C1N=CC=C2 (1-hydroxy-7-azabenzotriazole), CN1CCOCC1 (N-methylmorpholine), C(CCl)Cl (EDC), C(=O)([O-])[O-].[K+].[K+] (K2CO3), ice water, NCC=1C(NC(=CC1CC)C)=O (3-(aminomethyl)-4-ethyl-6-methyl-2(1H)-pyridinone), Cl (HCl). The solvent is CS(=O)C (DMSO). Reaction conditions: time 2 day. Product: BrC=1C=C(C=2C=NN(C2C1)C(C)C)C(=O)NCC=1C(NC(=CC1CC)C)=O (6-bromo-N-((4-ethyl-6-methyl-2-oxo-1,2-dihydropyridin-3-yl)methyl)-1-isopropyl-1H-indazole-4-carboxamide). Isolated yield 82.0%. As a reaction SMILES: [Br:1][C:2]1[CH:3]=[C:4]([C:14]([OH:16])=O)[C:5]2[CH:6]=[N:7][N:8]([CH:11]([CH3:13])[CH3:12])[C:9]=2[CH:10]=1.[NH2:17][CH2:18][C:19]1[C:20](=[O:28])[NH:21][C:22]([CH3:27])=[CH:23][C:24]=1[CH2:25][CH3:26].Cl.ON1C2N=CC=CC=2N=N1.CN1CCOCC1.C(Cl)CCl.C([O-])([O-])=O.[K+].[K+]>CS(C)=O>[Br:1][C:2]1[CH:3]=[C:4]([C:14]([NH:17][CH2:18][C:19]2[C:20](=[O:28])[NH:21][C:22]([CH3:27])=[CH:23][C:24]=2[CH2:25][CH3:26])=[O:16])[C:5]2[CH:6]=[N:7][N:8]([CH:11]([CH3:12])[CH3:13])[C:9]=2[CH:10]=1 |f:6.7.8|. Reported procedure: In a 25 mL sealable tube under nitrogen were combined 6-bromo-1-(1-methylethyl)-1H-indazole-4-carboxylic acid (400 mg, 1.41 mmol) and 3-(aminomethyl)-4-ethyl-6-methyl-2(1H)-pyridinone.HCl (401 mg, 1.98 mmol) in DMSO (15 mL). 1-hydroxy-7-azabenzotriazole (308 mg, 2.26 mmol) was added and the resulting mixture was degassed with nitrogen for 10 minutes. N-methylmorpholine (0.64 ml, 5.79 mmol) and EDC (433 mg, 2.26 mmol) were added, the vessel was sealed, and the mixture was stirred at room temperat... Reactants: BrC=1C=CC(=C(C1)NC1=CC=CC=C1)[N+](=O)[O-] (5-bromo-2-nitro-N-phenylbenzenamine), CN1CCNCC1 (1-methylpiperazine). Solvent: CN1CCCC1=O (NMP). Yields the product CN1CCN(CC1)C=1C=CC(=C(C1)NC1=CC=CC=C1)[N+](=O)[O-] (5-(4-methylpiperazin-1-yl)-2-nitro-N-phenylbenzenamine). Isolated yield 47.1%. Reaction SMILES: Br[C:2]1[CH:3]=[CH:4][C:5]([N+:15]([O-:17])=[O:16])=[C:6]([NH:8][C:9]2[CH:14]=[CH:13][CH:12]=[CH:11][CH:10]=2)[CH:7]=1.[CH3:18][N:19]1[CH2:24][CH2:23][NH:22][CH2:21][CH2:20]1>CN1C(=O)CCC1>[CH3:18][N:19]1[CH2:24][CH2:23][N:22]([C:2]2[CH:3]=[CH:4][C:5]([N+:15]([O-:17])=[O:16])=[C:6]([NH:8][C:9]3[CH:14]=[CH:13][CH:12]=[CH:11][CH:10]=3)[CH:7]=2)[CH2:21][CH2:20]1. Procedure details: A solution of 5-bromo-2-nitro-N-phenylbenzenamine (1.0 g, 3.4 mmol) and 1-methylpiperazine (1.50 ml, 13.6 mmol) in 15 ml NMP was heated at 100° C. for 16 hours. The reaction was quenched with 100 ml water. The mixture was extracted with ethyl acetate (3×30 ml) and dried over anhydrous sodium sulfate. 5-(4-methylpiperazin-1-yl)-2-nitro-N-phenylbenzenamine (0.50 g, 49%) was obtained by flash column chromatograph (10% ethanol in dichloromethane). 5-(4-methylpiperazin-1-yl)-2-nitro-N-phenylbenzenami... Starting materials: COCCOC, Nc1cc(Cl)ncn1, [Na+], [Na+], O=C([O-])[O-], OB(O)c1ccccc1. Product: Nc1cc(-c2ccccc2)ncn1. RXN SMILES: [CH2:24]([CH2:25][O:26][CH3:27])[O:28][CH3:29].[Cl:1][c:2]1[cH:3][c:4]([NH2:8])[n:5][cH:6][n:7]1.[Na+:18].[Na+:19].[O-:20][C:21](=[O:22])[O-:23].[OH:9][B:10]([OH:11])[c:12]1[cH:13][cH:14][cH:15][cH:16][cH:17]1>>[c:2]1(-[c:12]2[cH:13][cH:14][cH:15][cH:16][cH:17]2)[cH:3][c:4]([NH2:8])[n:5][cH:6][n:7]1.